describe an organic reaction: reactants, conditions, products, and yield From a dataset of the Open Reaction Database (ORD), a public repository of structured organic reaction records. Reactants: NCC=1C=C(C=C(C1)C)B(O)O (3-Aminomethyl-5-methyl-phenyl boronic acid), C(=O)([O-])[O-].[Na+].[Na+] (Na2CO3), BrC=1C=C(C=NC1)C1=CC(=NC(=C1)NCC)C1=NC=CC=C1 ((5″-Bromo-[2,2′;4′,3″]terpyridin-6′-yl)-ethylamine). The reagents and catalysts are C1=CC=C(C=C1)P([C-]2C=CC=C2)C3=CC=CC=C3.C1=CC=C(C=C1)P([C-]2C=CC=C2)C3=CC=CC=C3.Cl[Pd]Cl.[Fe+2] ([1,1′-Bis(diphenylphosphino)-ferrocene]dichloropalladium (II)). The solvent is C(Cl)Cl (DCM), C(Cl)Cl (DCM), COCCOC (DME). Yields the product NCC=1C=C(C=C(C1)C)C=1C=C(C=NC1)C1=CC(=NC(=C1)NCC)C1=NC=CC=C1 ([5″-(3-Aminomethyl-5-methyl-phenyl)-[2,2′;4′,3″]terpyridin-6′-yl]-ethyl-amine). RXN SMILES: [NH2:1][CH2:2][C:3]1[CH:4]=[C:5](B(O)O)[CH:6]=[C:7]([CH3:9])[CH:8]=1.C([O-])([O-])=O.[Na+].[Na+].Br[C:20]1[CH:21]=[C:22]([C:26]2[CH:31]=[C:30]([NH:32][CH2:33][CH3:34])[N:29]=[C:28]([C:35]3[CH:40]=[CH:39][CH:38]=[CH:37][N:36]=3)[CH:27]=2)[CH:23]=[N:24][CH:25]=1>COCCOC.C(Cl)Cl.C1C=CC(P(C2C=CC=CC=2)[C-]2C=CC=C2)=CC=1.C1C=CC(P(C2C=CC=CC=2)[C-]2C=CC=C2)=CC=1.Cl[Pd]Cl.[Fe+2]>[NH2:1][CH2:2][C:3]1[CH:4]=[C:5]([C:20]2[CH:21]=[C:22]([C:26]3[CH:31]=[C:30]([NH:32][CH2:33][CH3:34])[N:29]=[C:28]([C:35]4[CH:40]=[CH:39][CH:38]=[CH:37][N:36]=4)[CH:27]=3)[CH:23]=[N:24][CH:25]=2)[CH:6]=[C:7]([CH3:9])[CH:8]=1 |f:1.2.3,7.8.9.10|. Procedure details: To a solution of 5″-(3-Aminomethyl-5-methyl-phenyl boronic acid (Intermediate B27) (2.0 eq, 0.303 mmol, 50 mg) and 2M Na2CO3 (2.0 eq, 0.303 mmol, 0.152 ml) in DME (1 ml) is added (5″-Bromo-[2,2′;4′,3″]terpyridin-6′-yl)-ethylamine (Ex. 1.24) (1 eq, 0.152 mmol, 54 mg) followed by [1,1′-Bis(diphenylphosphino)-ferrocene]dichloropalladium (II), complex with DCM (0.1 eq, 0.015 mmol, 12.3 mg). The reaction mixture is heated using microwave radiation at 90° C. for 90 minutes. The reaction mixture is dis...